Dataset: the Open Reaction Database (ORD), a public repository of structured organic reaction records. Task: describe an organic reaction: reactants, conditions, products, and yield Reactants: C(C)[SiH](CC)CC (Triethylsilane), BrC1=CC(=C2C(CC(C2=C1)=O)(C)C)F (6-bromo-4-fluoro-3,3-dimethylindan-1-one), ice water. Solvent: C(=O)(C(F)(F)F)O (TFA). Reaction conditions: time 40 hour. The product is BrC=1C=C2CCC(C2=C(C1)F)(C)C (5-bromo-7-fluoro-1,1-dimethylindane). As a reaction SMILES: C([SiH](CC)CC)C.[Br:8][C:9]1[CH:17]=[C:16]2[C:12]([C:13]([CH3:20])([CH3:19])[CH2:14][C:15]2=O)=[C:11]([F:21])[CH:10]=1>C(O)(C(F)(F)F)=O>[Br:8][C:9]1[CH:17]=[C:16]2[C:12](=[C:11]([F:21])[CH:10]=1)[C:13]([CH3:20])([CH3:19])[CH2:14][CH2:15]2. Procedure details: Triethylsilane (1.59 g, 2.17 mL, 13.63 mmol) was added to a solution of 6-bromo-4-fluoro-3,3-dimethylindan-1-one (1.5 g, 5.83 mmol) in TFA (30 mL) at room temperature, and the mixture was stirred at room temperature for 40 hr. To the reaction mixture was added ice water at 0° C., and the mixture was extracted with ethyl acetate (×2). The organic layer was washed with aqueous sodium hydroxide solution (the pH of the aqueous layer was adjusted to 7.0) and 10% brine, dried over sodium sulfate, and ... The reactants are NCCc1ccc(F)cc1, Cc1nc(-n2ccc(O)cc2=O)sc1C(=O)O. The product is Cc1nc(-n2ccc(O)cc2=O)sc1C(=O)NCCc1ccc(F)cc1. Reaction SMILES: [F:18][c:19]1[cH:20][cH:21][c:22]([CH2:25][CH2:26][NH2:27])[cH:23][cH:24]1.[OH:1][c:2]1[cH:3][c:4](=[O:17])[n:5](-[c:8]2[s:9][c:10]([C:14](=[O:15])[OH:16])[c:11]([CH3:13])[n:12]2)[cH:6][cH:7]1>>[OH:1][c:2]1[cH:3][c:4](=[O:17])[n:5](-[c:8]2[s:9][c:10]([C:14](=[O:16])[NH:27][CH2:26][CH2:25][c:22]3[cH:21][cH:20][c:19]([F:18])[cH:24][cH:23]3)[c:11]([CH3:13])[n:12]2)[cH:6][cH:7]1. The reactants are S(O)(O)(=O)=O (sulfuric acid), N(=O)[O-].[Na+] (sodium nitrite), [I-].[K+] (potassium iodide), NC=1C=C2C(NC(C2=CC1Cl)=O)=O (5-amino-6-chloroisoindoline-1,3-dione). Solvent: O (water), O (water), O (water), O1CCCC1.C(C)(=O)OCC (tetrahydrofuran ethyl acetate), O (water). Reaction conditions: temperature 5 celsius, time 90 minute. The product is ClC=1C=C2C(NC(C2=CC1I)=O)=O (5-Chloro-6-iodo-isoindole-1,3-dione). As a reaction SMILES: N[C:2]1[CH:3]=[C:4]2[C:8](=[CH:9][C:10]=1[Cl:11])[C:7](=[O:12])[NH:6][C:5]2=[O:13].S(=O)(=O)(O)O.N([O-])=O.[Na+].[I-:23].[K+]>O.O1CCCC1.C(OCC)(=O)C>[Cl:11][C:10]1[CH:9]=[C:8]2[C:4](=[CH:3][C:2]=1[I:23])[C:5](=[O:13])[NH:6][C:7]2=[O:12] |f:2.3,4.5,7.8|. Reported procedure: To a stirred suspension of 96.1 mmol 5-amino-6-chloroisoindoline-1,3-dione (commercial, CAS: 5566-48-3) in 170 ml water was added dropwise at 10° C. a solution of 11 ml concentrated sulfuric acid in 50 ml water. After cooling the mixture to 5° C., a solution of 120 mmol sodium nitrite in 40 ml water was added dropwise and stirring continued at 0° C. for 90 min. A solution of 327 mmol potassium iodide in 80 ml water was then added dropwise over 40 min while maintaining the reaction temperature be... The reactants are CC(C)(C)OC(=O)NC1(c2cccc(C(C)(C)C)c2)CCC(=O)CC1, CN(C)C(OC(C)(C)C)N(C)C, Cc1ccccc1. Product: CN(C)C=C1CC(NC(=O)OC(C)(C)C)(c2cccc(C(C)(C)C)c2)CCC1=O. Reaction SMILES: [C:1]([CH3:2])([CH3:3])([CH3:4])[c:5]1[cH:6][c:7]([C:11]2([NH:18][C:19]([O:20][C:21]([CH3:22])([CH3:23])[CH3:24])=[O:25])[CH2:12][CH2:13][C:14](=[O:17])[CH2:15][CH2:16]2)[cH:8][cH:9][cH:10]1.[C:26]([O:27][CH:31]([N:28]([CH3:29])[CH3:30])[N:32]([CH3:33])[CH3:34])([CH3:35])([CH3:36])[CH3:37].[CH3:38][c:39]1[cH:40][cH:41][cH:42][cH:43][cH:44]1>>[C:1]([CH3:2])([CH3:3])([CH3:4])[c:5]1[cH:6][c:7]([C:11]2([NH:18][C:19]([O:20][C:21]([CH3:22])([CH3:23])[CH3:24])=[O:25])[CH2:12][C:13](=[CH:31][N:32]([CH3:33])[CH3:34])[C:14](=[O:17])[CH2:15][CH2:16]2)[cH:8][cH:9][cH:10]1. Starting materials: CC(C)(C)OC(=O)N1CCC(C(=O)O)CC1, CC1(C(=O)c2c[nH]c3ncc(-c4cccc(N5CCNCC5)c4)nc23)CCCCC1. Product: CC(C)(C)OC(=O)N1CCC(C(=O)N2CCN(c3cccc(-c4cnc5[nH]cc(C(=O)C6(C)CCCCC6)c5n4)c3)CC2)CC1. As a reaction SMILES: [C:31]([CH3:32])([CH3:33])([CH3:34])[O:35][C:36](=[O:37])[N:38]1[CH2:39][CH2:40][CH:41]([C:44](=[O:45])[OH:46])[CH2:42][CH2:43]1.[CH3:1][C:2]1([C:8](=[O:9])[c:10]2[cH:11][nH:12][c:13]3[n:14][cH:15][c:16](-[c:19]4[cH:20][c:21]([N:25]5[CH2:26][CH2:27][NH:28][CH2:29][CH2:30]5)[cH:22][cH:23][cH:24]4)[n:17][c:18]23)[CH2:3][CH2:4][CH2:5][CH2:6][CH2:7]1>>[CH3:1][C:2]1([C:8](=[O:9])[c:10]2[cH:11][nH:12][c:13]3[n:14][cH:15][c:16](-[c:19]4[cH:20][c:21]([N:25]5[CH2:26][CH2:27][N:28]([C:44]([CH:41]6[CH2:40][CH2:39][N:38]([C:36]([O:35][C:31]([CH3:32])([CH3:33])[CH3:34])=[O:37])[CH2:43][CH2:42]6)=[O:45])[CH2:29][CH2:30]5)[cH:22][cH:23][cH:24]4)[n:17][c:18]23)[CH2:3][CH2:4][CH2:5][CH2:6][CH2:7]1. The reactants are Cc1ccc(S(=O)(=O)n2ncc3c(NC(=O)c4csc(CN5CC(C)OC(C)C5)n4)cc(Br)cc32)cc1, C1COCCO1, COc1ncc(B2OC(C)(C)C(C)(C)O2)cc1N, ClCCl, [Na+], [Na+], O=C([O-])[O-], O. The product is COc1ncc(-c2cc(NC(=O)c3csc(CN4CC(C)OC(C)C4)n3)c3cnn(S(=O)(=O)c4ccc(C)cc4)c3c2)cc1N. RXN SMILES: [Br:1][c:2]1[cH:3][c:4]([NH:21][C:22](=[O:23])[c:24]2[n:25][c:26]([CH2:29][N:30]3[CH2:31][CH:32]([CH3:37])[O:33][CH:34]([CH3:36])[CH2:35]3)[s:27][cH:28]2)[c:5]2[cH:6][n:7][n:8]([S:11](=[O:12])(=[O:13])[c:14]3[cH:15][cH:16][c:17]([CH3:20])[cH:18][cH:19]3)[c:9]2[cH:10]1.[CH2:62]1[O:63][CH2:64][CH2:65][O:66][CH2:67]1.[CH3:38][O:39][c:40]1[n:41][cH:42][c:43]([B:47]2[O:48][C:49]([CH3:50])([CH3:51])[C:52]([CH3:53])([CH3:54])[O:55]2)[cH:44][c:45]1[NH2:46].[Cl:68][CH2:69][Cl:70].[Na+:56].[Na+:57].[O-:58][C:59](=[O:60])[O-:61].[OH2:71]>>[c:2]1(-[c:43]2[cH:42][n:41][c:40]([O:39][CH3:38])[c:45]([NH2:46])[cH:44]2)[cH:3][c:4]([NH:21][C:22](=[O:23])[c:24]2[n:25][c:26]([CH2:29][N:30]3[CH2:31][CH:32]([CH3:37])[O:33][CH:34]([CH3:36])[CH2:35]3)[s:27][cH:28]2)[c:5]2[cH:6][n:7][n:8]([S:11](=[O:12])(=[O:13])[c:14]3[cH:15][cH:16][c:17]([CH3:20])[cH:18][cH:19]3)[c:9]2[cH:10]1. Reactants: C=O, CO, CC(Nc1cc(-c2nc(N3CC4CC3CN4)c3ccccc3n2)ccn1)c1ccccc1, ClC(Cl)Cl, [Na+], O=C([O-])O. Yields the product CC(Nc1cc(-c2nc(N3CC4CC3CN4C)c3ccccc3n2)ccn1)c1ccccc1. RXN SMILES: [CH2:33]=[O:34].[CH3:35][OH:36].[CH:1]12[N:2]([c:8]3[n:9][c:10](-[c:18]4[cH:19][c:20]([NH:24][CH:25]([CH3:26])[c:27]5[cH:28][cH:29][cH:30][cH:31][cH:32]5)[n:21][cH:22][cH:23]4)[n:11][c:12]4[cH:13][cH:14][cH:15][cH:16][c:17]34)[CH2:3][CH:4]([NH:5][CH2:6]1)[CH2:7]2.[Cl:42][CH:43]([Cl:44])[Cl:45].[Na+:41].[O-:37][C:38]([OH:39])=[O:40]>>[CH:1]12[N:2]([c:8]3[n:9][c:10](-[c:18]4[cH:19][c:20]([NH:24][CH:25]([CH3:26])[c:27]5[cH:28][cH:29][cH:30][cH:31][cH:32]5)[n:21][cH:22][cH:23]4)[n:11][c:12]4[cH:13][cH:14][cH:15][cH:16][c:17]34)[CH2:3][CH:4]([N:5]([CH3:38])[CH2:6]1)[CH2:7]2. Procedure details: A mixture of 0.043 g of 2-methyl-4-(4-trifluoromethyl-benzyl)-4H-thieno[3,2-b]pyrrole-3-carboxylic acid, 0.060 g of (S)-4-(1-amino-ethyl)-benzoic acid methyl ester, 0.040 g of HOBT-hydrate, 0.054 g of ethyl-dimethylaminopropyl-carbodiimide hydrochloride (EDCI) and 0.060 ml of N-methylmorpholine in 2 ml of DMF was stirred at room temperature for 18 h. The reaction was then quenched with 1 ml of water and 2 ml of saturated NaHCO3 solution. The resulting mixture extracted with 15 ml of EtOAc. The o... Yields the product CC1=C(C=2N(C=CC2S1)CC1=CC=C(C=C1)C(F)(F)F)C(=O)N[C@@H](C)C1=CC=C(C(=O)O)C=C1 ((S)-4-(1-{[2-Methyl-4-(4-trifluoromethyl-benzyl)-4H-thieno[3,2-b]pyrrole-3-carbonyl]-amino}-ethyl)-benzoic acid). Isolated yield 47.0%. Reaction SMILES: [CH3:1][C:2]1[S:9][C:8]2[CH:7]=[CH:6][N:5]([CH2:10][C:11]3[CH:16]=[CH:15][C:14]([C:17]([F:20])([F:19])[F:18])=[CH:13][CH:12]=3)[C:4]=2[C:3]=1[C:21](O)=[O:22].C[O:25][C:26](=[O:36])[C:27]1[CH:32]=[CH:31][C:30]([C@@H:33]([NH2:35])[CH3:34])=[CH:29][CH:28]=1.Cl.C(N=C=NCCCN(C)C)C.CN1CCOCC1.[Li+].[OH-]>CN(C=O)C.C1COCC1.O.CO>[CH3:1][C:2]1[S:9][C:8]2[CH:7]=[CH:6][N:5]([CH2:10][C:11]3[CH:12]=[CH:13][C:14]([C:17]([F:20])([F:19])[F:18])=[CH:15][CH:16]=3)[C:4]=2[C:3]=1[C:21]([NH:35][C@H:33]([C:30]1[CH:31]=[CH:32][C:27]([C:26]([OH:25])=[O:36])=[CH:28][CH:29]=1)[CH3:34])=[O:22] |f:2.3,5.6|. Run at time 18 hour. Solvent: C1CCOC1 (THF), CN(C)C=O (DMF), O (water), CO (MeOH). The reactants are CC1=C(C=2N(C=CC2S1)CC1=CC=C(C=C1)C(F)(F)F)C(=O)O (2-methyl-4-(4-trifluoromethyl-benzyl)-4H-thieno[3,2-b]pyrrole-3-carboxylic acid), COC(C1=CC=C(C=C1)[C@H](C)N)=O ((S)-4-(1-amino-ethyl)-benzoic acid methyl ester), HOBT hydrate, Cl.C(C)N=C=NCCCN(C)C (ethyl-dimethylaminopropyl-carbodiimide hydrochloride), CN1CCOCC1 (N-methylmorpholine), [Li+].[OH-] (LiOH).